This data is from the Open Reaction Database (ORD), a public repository of structured organic reaction records. The task is: describe an organic reaction: reactants, conditions, products, and yield Reactants: ClC=1C(N(C(=CC1OCC1=C(C=C(C=C1)F)F)C)CC=1N=CC(=NC1)C(=O)OCC)=O (ethyl 5-{[3-chloro-4-[(2,4-difluorobenzyl)oxy]-6-methyl-2-oxopyridin-1(2H)-yl]methyl}pyrazine-2-carboxylate), [OH-].[Na+] (NaOH). Reaction conditions: time 2 hour. The product is ClC=1C(N(C(=CC1OCC1=C(C=C(C=C1)F)F)C)CC=1N=CC(=NC1)C(=O)O)=O (5-{[3-chloro-4-[(2,4-difluorobenzyl)oxy]-6-methyl-2-oxopyridin-1(2H)-yl]methyl}pyrazine-2-carboxylic acid). Yield: 104.2%. As a reaction SMILES: [Cl:1][C:2]1[C:3](=[O:31])[N:4]([CH2:19][C:20]2[N:21]=[CH:22][C:23]([C:26]([O:28]CC)=[O:27])=[N:24][CH:25]=2)[C:5]([CH3:18])=[CH:6][C:7]=1[O:8][CH2:9][C:10]1[CH:15]=[CH:14][C:13]([F:16])=[CH:12][C:11]=1[F:17].[OH-].[Na+]>>[Cl:1][C:2]1[C:3](=[O:31])[N:4]([CH2:19][C:20]2[N:21]=[CH:22][C:23]([C:26]([OH:28])=[O:27])=[N:24][CH:25]=2)[C:5]([CH3:18])=[CH:6][C:7]=1[O:8][CH2:9][C:10]1[CH:15]=[CH:14][C:13]([F:16])=[CH:12][C:11]=1[F:17] |f:1.2|. Procedure: A mixture of ethyl 5-{[3-chloro-4-[(2,4-difluorobenzyl)oxy]-6-methyl-2-oxopyridin-1(2H)-yl]methyl}pyrazine-2-carboxylate (1.03 g, 2.3 mmol) in 1N NaOH (3.4 ml, 3.45 mmol, EtOH/water 1:1 v/v) stirred at room temperature for 2 hours. The reaction mixture was quenched with 5% citric acid and filtered. The solid was washed with water and dried to afford the desired product (1.011 g, 100%) as a white solid. 1H NMR (CD3OD, 400 MHz) δ 9.02 (s, 1H), 8.60 (s, 1H), 7.60 (m, 1H), 7.04 (m, 2H), 6.55 (s, 1H)... Reactants: COC=1C(=CC2=C(C=3CCCC3C(CC2)NC(C)C2=CC=CC=C2)C1OC)O (9,10-dimethoxy 8-hydroxy 1,2,3,4,5,6-hexahydro-4-[(1-phenylethyl)amino]benz[e]azulene), CO (methanol), C(C)(=O)O (acetic acid), C (charcoal). The reagents and catalysts are [OH-].[Pd+2].[OH-] (palladium hydroxide). Solvent: O (water). Yields the product NC1CCC2=C(C=3CCCC13)C(=C(C(=C2)O)OC)OC (4-amino 8-hydroxy 9,10-dimethoxy 1,2,3,4,5,6-hexahydro-benz[e]azulene). Yield: 82.7%. Reaction SMILES: [CH3:1][O:2][C:3]1[C:4]([OH:28])=[CH:5][C:6]2[CH2:15][CH2:14][CH:13]([NH:16]C(C3C=CC=CC=3)C)[C:12]3[CH2:11][CH2:10][CH2:9][C:8]=3[C:7]=2[C:25]=1[O:26][CH3:27].CO.C(O)(=O)C.C>[OH-].[Pd+2].[OH-].O>[NH2:16][CH:13]1[C:12]2[CH2:11][CH2:10][CH2:9][C:8]=2[C:7]2[C:25]([O:26][CH3:27])=[C:3]([O:2][CH3:1])[C:4]([OH:28])=[CH:5][C:6]=2[CH2:15][CH2:14]1 |f:4.5.6|. Reported procedure: 5 g of the product of Stage A, 50 ml of methanol, 25 ml of acetic acid and 150 ml of water were stirred for 30 hours at ambient temperature under a hydrogen atmosphere (400 mbar) in the presence of 2 g of 20% palladium hydroxide on wet activated charcoal (50% water). Filtration was carried out followed by washing with methanol, then concentrating to dryness under reduced pressure at 40° C. After crystallization from ethyl acetate, 3 g of the expected product were obtained. Reactants: O1C=NC2=NC=CC=C21 (oxazolo[4,5-b]pyridine), C(C)(C)[Mg]Cl (Isopropylmagnesium chloride), C(C)(C)(C)OC(=O)N[C@H](C=O)CC ((S)-2-(tert-butoxycarbonyl)aminobutyraldehyde). Run in C1CCOC1 (THF), C1CCOC1 (THF). Run at temperature 0 celsius, time 2 hour. The product is C(C)(C)(C)OC(=O)N[C@H](C(O)C=1OC=2C(=NC=CC2)N1)CC (2(S)-(tert-butoxycarbonyl)amino-1-(oxazolo[4,5-b]pyridin-2-yl)butan-1-ol). Isolated yield 41.5%. RXN SMILES: [O:1]1[C:9]2[C:4](=[N:5][CH:6]=[CH:7][CH:8]=2)[N:3]=[CH:2]1.C([Mg]Cl)(C)C.[C:15]([O:19][C:20]([NH:22][C@@H:23]([CH2:26][CH3:27])[CH:24]=[O:25])=[O:21])([CH3:18])([CH3:17])[CH3:16]>C1COCC1>[C:15]([O:19][C:20]([NH:22][C@@H:23]([CH2:26][CH3:27])[CH:24]([C:2]1[O:1][C:9]2[C:4]([N:3]=1)=[N:5][CH:6]=[CH:7][CH:8]=2)[OH:25])=[O:21])([CH3:18])([CH3:17])[CH3:16]. Procedure details: In a round bottom flask equipped with stir bar was placed oxazolo[4,5-b]pyridine (600 mg, 5 mmol) in THF (30 mL) and the reaction mixture was cooled to 0° C. under N2 atomosphere. Isopropylmagnesium chloride (2 M in THF, 2.5 mL, 5 mmol) was added. After stirring for 1 h at 0° C., (S)-2-(tert-butoxycarbonyl)aminobutyraldehyde (573 mg, 3 mmol) in THF (20 mL) was added. The ice bath was removed and the reaction mixture was allowed to warm to room temperature. After 2 h, the reaction mixture was que... Reactants: C1=CC=CC=2C3=CC=CC=C3C(C12)C(=O)O (9-fluorene carboxylic acid), C(C(=O)Cl)(=O)Cl (oxalyl chloride), CN(C)C=O (DMF), C(CC)N (propylamine). The solvent is C(C)(=O)OCC (ethyl acetate), O (water), C(Cl)Cl (CH2Cl2), C1CCOC1 (THF). Reaction conditions: temperature -40 celsius, time 0.75 hour. Yields the product C(CC)NC(=O)C1C2=CC=CC=C2C=2C=CC=CC12 (N-Propyl-9-fluorene-carboxamide). The yield is 73.3%. Reaction SMILES: [CH:1]1[C:13]2[CH:12]([C:14](O)=[O:15])[C:11]3[C:6](=[CH:7][CH:8]=[CH:9][CH:10]=3)[C:5]=2[CH:4]=[CH:3][CH:2]=1.C(Cl)(=O)C(Cl)=O.CN(C=O)C.[CH2:28]([NH2:31])[CH2:29][CH3:30]>C(Cl)Cl.C1COCC1.C(OCC)(=O)C.O>[CH2:28]([NH:31][C:14]([CH:12]1[C:11]2[CH:10]=[CH:9][CH:8]=[CH:7][C:6]=2[C:5]2[C:13]1=[CH:1][CH:2]=[CH:3][CH:4]=2)=[O:15])[CH2:29][CH3:30]. Reported procedure: A solution of 9-fluorene carboxylic acid (20.0 g, 95 mmol) in 200 mL of CH2Cl2 was treated with oxalyl chloride (12.5 g, 105 mmol) and 0.2 mL of DMF. After 0.75 h, the mixture was concentrated under reduced pressure to give a white solid. The solid was diluted with 100 mL of THF cooled to -40° C., treated with propylamine (11.8 g, 200 mmol). The suspension was stirred for 3 h at room temperature and diluted with ethyl acetate and water. The organic fraction was dried over Na2SO4 and concentrated...